From a dataset of the Open Reaction Database (ORD), a public repository of structured organic reaction records. describe an organic reaction: reactants, conditions, products, and yield Starting materials: O=Cc1cccnc1Br, C1COCCO1, OB(O)C1CC1, [Cl-], [Cs+], [F-]. Product: O=Cc1cccnc1C1CC1. As a reaction SMILES: [Br:1][c:2]1[c:3]([CH:4]=[O:5])[cH:6][cH:7][cH:8][n:9]1.[CH2:19]1[O:20][CH2:21][CH2:22][O:23][CH2:24]1.[CH:10]1([B:13]([OH:14])[OH:15])[CH2:11][CH2:12]1.[Cl-:18].[Cs+:17].[F-:16]>>[c:2]1([CH:10]2[CH2:11][CH2:12]2)[c:3]([CH:4]=[O:5])[cH:6][cH:7][cH:8][n:9]1. Starting materials: C(C)CCCCCCC(NC1CC(N(C(C1)(C)C)C)(C)C)P([O-])([O-])=O (ethyl-1-[(1,2,2,6,6-pentamethyl-4-piperidyl)-amino]-n-heptyl-phosphonate), CC[O-].[Na+] (sodium ethylate), O.O.[Ni](Cl)Cl (nickel chloride dihydrate). The solvent is C(C)O (ethanol), C(C)O (ethanol). Reaction conditions: time 3 hour. The product is [Ni].O.C(C)CCCCCCC(NC1CC(N(C(C1)(C)C)C)(C)C)P(O)(O)=O.C(C)CCCCCCC(NC1CC(N(C(C1)(C)C)C)(C)C)P(O)(O)=O (Ni di-{ethyl-1-[(1,2,2,6,6-pentamethyl-4-piperidyl)-amino]-n-heptyl-phosphonate}-monohydrate). Reaction SMILES: [CH2:1]([CH2:3][CH2:4][CH2:5][CH2:6][CH2:7][CH2:8][CH:9]([P:22](=[O:25])([O-:24])[O-:23])[NH:10][CH:11]1[CH2:16][C:15]([CH3:18])([CH3:17])[N:14]([CH3:19])[C:13]([CH3:21])([CH3:20])[CH2:12]1)[CH3:2].CC[O-].[Na+].O.O.[Ni:32](Cl)Cl>C(O)C>[Ni:32].[OH2:23].[CH2:1]([CH2:3][CH2:4][CH2:5][CH2:6][CH2:7][CH2:8][CH:9]([P:22](=[O:23])([OH:24])[OH:25])[NH:10][CH:11]1[CH2:12][C:13]([CH3:20])([CH3:21])[N:14]([CH3:19])[C:15]([CH3:18])([CH3:17])[CH2:16]1)[CH3:2].[CH2:1]([CH2:3][CH2:4][CH2:5][CH2:6][CH2:7][CH2:8][CH:9]([P:22](=[O:23])([OH:24])[OH:25])[NH:10][CH:11]1[CH2:12][C:13]([CH3:20])([CH3:21])[N:14]([CH3:19])[C:15]([CH3:18])([CH3:17])[CH2:16]1)[CH3:2] |f:1.2,3.4.5,7.8.9.10|. Procedure: 18.8 g (0.05 mol) of the ethyl-1-[(1,2,2,6,6-pentamethyl-4-piperidyl)-amino]-n-heptyl-phosphonate from Example 2 are dissolved in 400 ml of ethanol with the addition of 3.40 g (0.05 mol) of sodium ethylate. A solution of 4.14 g (0.025 mol) of nickel chloride dihydrate in 100 ml of ethanol is added dropwise to this solution at 25° and the mixture is stirred at 25° for 3 hours. The sodium chloride which has precipitated out is now filtered off, the solvent is evaporated off and the residue is extr... Reactants: Cc1cc(C)c[n+]([O-])c1, CO, CC#N, Cl, [Na+], [OH-], O=[N+]([O-])O, O=S(=O)(O)O. Product: COc1c(C)c[n+]([O-])cc1C. Reaction SMILES: [CH3:1][c:2]1[cH:3][n+:4]([O-:9])[cH:5][c:6]([CH3:8])[cH:7]1.[CH3:22][OH:23].[CH3:24][C:25]#[N:26].[ClH:21].[Na+:20].[OH-:19].[OH:15][N+:16](=[O:17])[O-:18].[S:10](=[O:11])(=[O:12])([OH:13])[OH:14]>>[CH3:1][c:2]1[cH:3][n+:4]([O-:9])[cH:5][c:6]([CH3:8])[c:7]1[O:19][CH3:22]. Starting materials: ( a ), Cl.O=C1CCC=2C=C(C=NC2N1)/C=C/C(=O)O ((E)-3-(7-oxo-5,6,7,8-tetrahydro-[1,8]naphthyridin-3-yl)acrylic acid hydrochloride), Cl.CN1CC(NC2=C(C1)C=C(C=N2)/C=C/C(=O)O)=O ((E)-3-(4-methyl-2-oxo-2,3,4,5-tetrahydro-1H-pyrido[2,3-e][1,4]diazepin-7-yl)acrylic acid hydrochloride), C(C1=CC=CC=C1)NC (benzyl-methylamine), CNCC1=C(C2=CC=CC=C2C=C1)CCC (methyl-(1-propyl-naphthalen-2-ylmethyl)amine), amide. The product is C(C1=CC=CC=C1)N(C(\C=C\C=1C=NC=2NC(CCC2C1)=O)=O)C ((E)-N-benzyl-N-methyl-3-(7-oxo-5,6,7,8-tetrahydro-[1,8]naphthyridin-3-yl)acrylamide). Isolated yield 93.0%. RXN SMILES: C(NC)C1C=CC=CC=1.[CH3:10][NH:11][CH2:12][C:13]1[CH:22]=[CH:21][C:20]2[C:15](=CC=CC=2)[C:14]=1CCC.Cl.[O:27]=[C:28]1[NH:37][C:36]2[N:35]=[CH:34][C:33](/[CH:38]=[CH:39]/[C:40](O)=[O:41])=[CH:32][C:31]=2[CH2:30][CH2:29]1.Cl.CN1CC2C=C(/C=C/C(O)=O)C=NC=2NC(=O)C1>>[CH2:12]([N:11]([CH3:10])[C:40](=[O:41])/[CH:39]=[CH:38]/[C:33]1[CH:34]=[N:35][C:36]2[NH:37][C:28](=[O:27])[CH2:29][CH2:30][C:31]=2[CH:32]=1)[C:13]1[CH:14]=[CH:15][CH:20]=[CH:21][CH:22]=1 |f:2.3,4.5|. Procedure details: According to the procedure of Example 1 (a), except substituting benzyl-methylamine for the methyl-(1-propyl-naphthalen-2-ylmethyl)amine, and substituting (E)-3-(7-oxo-5,6,7,8-tetrahydro-[1,8]naphthyridin-3-yl)acrylic acid hydrochloride for the (E)-3-(4-methyl-2-oxo-2,3,4,5-tetrahydro-1H-pyrido[2,3-e][1,4]diazepin-7-yl)acrylic acid hydrochloride, the title compound (0.462 g, 93%) was prepared as an off-white solid and as a mixture of amide rotamers: 1H NMR (300 MHz, DMSO-d6) δ 10.64 (s, 1H), 8.3... Reactants: CCOC(C#N)OCC, CO, C[O-], [Na+], O=C=O. Yields the product CCOC(OCC)C(=N)OC. RXN SMILES: [CH2:4]([CH3:5])[O:6][CH:7]([C:8]#[N:9])[O:10][CH2:11][CH3:12].[CH3:16][OH:17].[CH3:1][O-:2].[Na+:3].[O:13]=[C:14]=[O:15]>>[CH2:4]([CH3:5])[O:6][CH:7]([C:8](=[NH:9])[O:13][CH3:14])[O:10][CH2:11][CH3:12]. Reactants: C(C)OC(=O)CSCCCCC1=CC=CC=2N1C=NC2 (5-[4-(Ethoxycarbonylmethylthio)butyl]imidazo[1,5-a]pyridine). Solvent: C(C)O (ethanol), [OH-].[Na+] (sodium hydroxide). Yields the product C(=O)(O)CSCCCCC1=CC=CC=2N1C=NC2 (5-[4-(carboxymethylthio)butyl]imidazo[1,5-a]pyridine). Reaction SMILES: C([O:3][C:4]([CH2:6][S:7][CH2:8][CH2:9][CH2:10][CH2:11][C:12]1[N:17]2[CH:18]=[N:19][CH:20]=[C:16]2[CH:15]=[CH:14][CH:13]=1)=[O:5])C>C(O)C.[OH-].[Na+]>[C:4]([CH2:6][S:7][CH2:8][CH2:9][CH2:10][CH2:11][C:12]1[N:17]2[CH:18]=[N:19][CH:20]=[C:16]2[CH:15]=[CH:14][CH:13]=1)([OH:5])=[O:3] |f:2.3|. Procedure: 5-[4-(Ethoxycarbonylmethylthio)butyl]imidazo[1,5-a]pyridine (4.4 g) in 30 ml of ethanol and 61 ml of 1.0N sodium hydroxide is heated under reflux for 3 hours. The ethanol is evaporated, the aqueous is extracted with ethyl acetate (20 ml) and the pH adjusted to 5. The resulting oil is crystallized from ethanol to yield 5-[4-(carboxymethylthio)butyl]imidazo[1,5-a]pyridine, m.p. 124°-126°.